describe an organic reaction: reactants, conditions, products, and yield From a dataset of the Open Reaction Database (ORD), a public repository of structured organic reaction records. Starting materials: O=C1CCC(=O)N1Br, CCOC(=O)C(=O)Nc1c([N+](=O)[O-])ccc2c1CCCN2, CN(C)C=O. Product: CCOC(=O)C(=O)Nc1c([N+](=O)[O-])cc(Br)c2c1CCCN2. As a reaction SMILES: [Br:22][N:23]1[C:24](=[O:25])[CH2:26][CH2:27][C:28]1=[O:29].[CH2:1]([CH3:2])[O:3][C:4]([C:5](=[O:6])[NH:7][c:8]1[c:9]2[c:14]([cH:15][cH:16][c:17]1[N+:18](=[O:19])[O-:20])[NH:13][CH2:12][CH2:11][CH2:10]2)=[O:21].[CH3:30][N:31]([CH3:32])[CH:33]=[O:34]>>[CH2:1]([CH3:2])[O:3][C:4]([C:5](=[O:6])[NH:7][c:8]1[c:9]2[c:14]([c:15]([Br:22])[cH:16][c:17]1[N+:18](=[O:19])[O-:20])[NH:13][CH2:12][CH2:11][CH2:10]2)=[O:21].